This data is from the Open Reaction Database (ORD), a public repository of structured organic reaction records. The task is: describe an organic reaction: reactants, conditions, products, and yield Starting materials: O=C([O-])[O-], CCI, Clc1cccc(Nc2nc(Cl)nc3nc[nH]c23)c1, [K+], [K+], CN(C)C=O. Product: CCn1cnc2c(Nc3cccc(Cl)c3)nc(Cl)nc21. As a reaction SMILES: [C:19](=[O:20])([O-:21])[O-:22].[CH2:25]([CH3:26])[I:27].[Cl:1][c:2]1[n:3][c:4]([NH:11][c:12]2[cH:13][c:14]([Cl:18])[cH:15][cH:16][cH:17]2)[c:5]2[nH:6][cH:7][n:8][c:9]2[n:10]1.[K+:23].[K+:24].[O:28]=[CH:29][N:30]([CH3:31])[CH3:32]>>[Cl:1][c:2]1[n:3][c:4]([NH:11][c:12]2[cH:13][c:14]([Cl:18])[cH:15][cH:16][cH:17]2)[c:5]2[n:6][cH:7][n:8]([CH2:25][CH3:26])[c:9]2[n:10]1.